Dataset: the Open Reaction Database (ORD), a public repository of structured organic reaction records. Task: describe an organic reaction: reactants, conditions, products, and yield Reactants: O (water), [OH-].[Na+] (sodium hydroxide), CC1=C(C=C(C=C1)C)CC(=O)N1CCC(CC1)C=1OC=C(N1)C(=O)OC (Methyl 2-[1-[(2,5-dimethylphenyl)acetyl]-4-piperidinyl]-4-oxazolecarboxylate), CC1=C(C=C(C=C1)C)CC(=O)N1CCC(CC1)C=1OC=C(N1)C(=O)OC (methyl 2-[1-[(2,5-dimethylphenyl)acetyl]-4-piperidinyl]-4-oxazolecarboxylate). Run in O1CCCC1 (tetrahydrofuran), [Cl-].[Na+] (sodium chloride). Conditions: temperature 0 celsius, time 2 hour. The product is CC1=C(C=C(C=C1)C)CC(=O)N1CCC(CC1)C=1OC=C(N1)C(=O)O (2-[1-[(2,5-dimethylphenyl)acetyl]-4-piperidinyl]-4-oxazole-carboxylic acid). Reaction SMILES: [CH3:1][C:2]1[CH:7]=[CH:6][C:5]([CH3:8])=[CH:4][C:3]=1[CH2:9][C:10]([N:12]1[CH2:17][CH2:16][CH:15]([C:18]2[O:19][CH:20]=[C:21]([C:23]([O:25]C)=[O:24])[N:22]=2)[CH2:14][CH2:13]1)=[O:11].O.[OH-].[Na+]>O1CCCC1.[Cl-].[Na+]>[CH3:1][C:2]1[CH:7]=[CH:6][C:5]([CH3:8])=[CH:4][C:3]=1[CH2:9][C:10]([N:12]1[CH2:17][CH2:16][CH:15]([C:18]2[O:19][CH:20]=[C:21]([C:23]([OH:25])=[O:24])[N:22]=2)[CH2:14][CH2:13]1)=[O:11] |f:2.3,5.6|. Reported procedure: Methyl 2-[1-[(2,5-dimethylphenyl)acetyl]-4-piperidinyl]-4-oxazolecarboxylate (i.e. the product of Example 9, Step E) (665 mg, 1.87 mmol) was dissolved in 5 mL tetrahydrofuran, and 3.3 mL of water was added. The reaction mixture was cooled to 0° C. with vigorous stirring. A 1 N aqueous sodium hydroxide solution (3.7 mL) was added dropwise, and the reaction mixture was stirred at room temperature for 2 h. The reaction mixture was diluted with saturated sodium chloride solution (4 mL), washed with ...